From a dataset of the Open Reaction Database (ORD), a public repository of structured organic reaction records. describe an organic reaction: reactants, conditions, products, and yield The reactants are CCNCC, C1CCOC1, C#C[Si](C)(C)C, I[Cu]I, Ic1cn[nH]c1, Cl[Pd]Cl, c1ccc(P(c2ccccc2)c2ccccc2)cc1, c1ccc(P(c2ccccc2)c2ccccc2)cc1. Yields the product C[Si](C)(C)C#Cc1cn[nH]c1. As a reaction SMILES: [CH2:13]([NH:14][CH2:15][CH3:16])[CH3:17].[CH2:18]1[O:19][CH2:20][CH2:21][CH2:22]1.[CH3:7][Si:8]([CH3:9])([CH3:10])[C:11]#[CH:12].[Cu:64]([I:65])[I:66].[I:1][c:2]1[cH:3][n:4][nH:5][cH:6]1.[Pd:23]([Cl:24])[Cl:25].[c:26]1([P:27]([c:28]2[cH:29][cH:30][cH:31][cH:32][cH:33]2)[c:34]2[cH:35][cH:36][cH:37][cH:38][cH:39]2)[cH:40][cH:41][cH:42][cH:43][cH:44]1.[c:45]1([P:46]([c:47]2[cH:48][cH:49][cH:50][cH:51][cH:52]2)[c:53]2[cH:54][cH:55][cH:56][cH:57][cH:58]2)[cH:59][cH:60][cH:61][cH:62][cH:63]1>>[c:2]1([C:12]#[C:11][Si:8]([CH3:7])([CH3:9])[CH3:10])[cH:3][n:4][nH:5][cH:6]1. The reactants are CS(=O)c1ccc2c(=O)c3cc(C(=O)O)ccc3oc2c1, CI, CN(C)C=O, [Li+], [Li+], O=C([O-])[O-]. Product: COC(=O)c1ccc2oc3cc(S(C)=O)ccc3c(=O)c2c1. As a reaction SMILES: [CH3:1][S:2](=[O:3])[c:4]1[cH:5][c:6]2[o:7][c:8]3[cH:9][cH:10][c:11]([C:19](=[O:20])[OH:21])[cH:12][c:13]3[c:14](=[O:18])[c:15]2[cH:16][cH:17]1.[CH3:22][I:23].[CH3:30][N:31]([CH3:32])[CH:33]=[O:34].[Li+:24].[Li+:25].[O-:26][C:27](=[O:28])[O-:29]>>[CH3:1][S:2](=[O:3])[c:4]1[cH:5][c:6]2[o:7][c:8]3[cH:9][cH:10][c:11]([C:19](=[O:20])[O:21][CH3:27])[cH:12][c:13]3[c:14](=[O:18])[c:15]2[cH:16][cH:17]1. Starting materials: [C-]#N, CCO, CC(=O)O, [K+], O=Cc1cccc(Nc2ccccc2)c1. Product: N#CC(O)c1cccc(Nc2ccccc2)c1. Reaction SMILES: [C-:1]#[N:2].[CH3:23][CH2:24][OH:25].[CH3:4][C:5](=[O:6])[OH:7].[K+:3].[NH:8]([c:9]1[cH:10][cH:11][cH:12][cH:13][cH:14]1)[c:15]1[cH:16][c:17]([CH:18]=[O:19])[cH:20][cH:21][cH:22]1>>[C:1](#[N:2])[CH:18]([c:17]1[cH:16][c:15]([NH:8][c:9]2[cH:10][cH:11][cH:12][cH:13][cH:14]2)[cH:22][cH:21][cH:20]1)[OH:19]. The reactants are CC(=O)O[BH-](OC(C)=O)OC(C)=O, COc1ccc(N2CCNC(Cc3ccccc3)C2)cc1OC1CCCC1, C=O, ClCCl, [Na+]. Product: COc1ccc(N2CCN(C)C(Cc3ccccc3)C2)cc1OC1CCCC1. RXN SMILES: [C:30]([O:31][BH-:32]([O:33][C:34](=[O:35])[CH3:36])[O:37][C:38](=[O:39])[CH3:40])(=[O:41])[CH3:42].[CH2:1]([c:2]1[cH:3][cH:4][cH:5][cH:6][cH:7]1)[CH:8]1[CH2:9][N:10]([c:14]2[cH:15][c:16]([O:22][CH:23]3[CH2:24][CH2:25][CH2:26][CH2:27]3)[c:17]([O:20][CH3:21])[cH:18][cH:19]2)[CH2:11][CH2:12][NH:13]1.[CH2:28]=[O:29].[Cl:44][CH2:45][Cl:46].[Na+:43]>>[CH2:1]([c:2]1[cH:3][cH:4][cH:5][cH:6][cH:7]1)[CH:8]1[CH2:9][N:10]([c:14]2[cH:15][c:16]([O:22][CH:23]3[CH2:24][CH2:25][CH2:26][CH2:27]3)[c:17]([O:20][CH3:21])[cH:18][cH:19]2)[CH2:11][CH2:12][N:13]1[CH3:30]. The product is ClC1=C(C=CC2=C1C(N(CC=1N2C=NC1C(N)=S)C)=O)F (7-chloro-8-fluoro-5-methyl-6-oxo-5,6-dihydro-4H-imidazo[1,5-a][1,4]-benzodiazepine-3-thiocarboxamide). The solvent is C(C)N(CC)CC (triethylamine), N1=CC=CC=C1 (pyridine). Isolated yield 73.0%. Reaction SMILES: [SH2:1].[Cl:2][C:3]1[C:8]2[C:9](=[O:20])[N:10]([CH3:19])[CH2:11][C:12]3[N:13]([CH:14]=[N:15][C:16]=3[C:17]#[N:18])[C:7]=2[CH:6]=[CH:5][C:4]=1[F:21]>N1C=CC=CC=1.C(N(CC)CC)C>[Cl:2][C:3]1[C:8]2[C:9](=[O:20])[N:10]([CH3:19])[CH2:11][C:12]3[N:13]([CH:14]=[N:15][C:16]=3[C:17](=[S:1])[NH2:18])[C:7]=2[CH:6]=[CH:5][C:4]=1[F:21]. Run at time 64 hour. Procedure details: A stream of hydrogen sulphide was conducted for 1/2 hr. through a solution of 3.0 g (0.0103 mol) of 7-chloro-8-fluoro-5-methyl-6-oxo-5,6-dihydro-4H-imidazo[1,5-a][1,4]benzodiazepine-3-carbonitrile in 10 ml of pyridine and 1.0 ml of triethylamine. The green solution was left to stand for 64 hrs., then degassed with a stream of nitrogen and subsequently completely freed from the solvents. The residue was partitioned between dichloromethane and water and the suspension obtained was suction filtered... Starting materials: S (hydrogen sulphide), ClC1=C(C=CC2=C1C(N(CC=1N2C=NC1C#N)C)=O)F (7-chloro-8-fluoro-5-methyl-6-oxo-5,6-dihydro-4H-imidazo[1,5-a][1,4]benzodiazepine-3-carbonitrile). The reactants are O (water), BrC=1C=C(C#N)C=CC1F (3-Bromo-4-fluorobenzonitrile), N1C=NC=C1 (imidazole), [H-].[Na+] (sodium hydride). Solvent: CN(C=O)C (dimethylformamide). Conditions: temperature 100 celsius, time 4 hour. Product: BrC1=C(C=CC(=C1)C#N)N1C=NC=C1 (1-(2-bromo-4-cyanophenyl)imidazole). RXN SMILES: [Br:1][C:2]1[CH:3]=[C:4]([CH:7]=[CH:8][C:9]=1F)[C:5]#[N:6].[NH:11]1[CH:15]=[CH:14][N:13]=[CH:12]1.[H-].[Na+].O>CN(C)C=O>[Br:1][C:2]1[CH:3]=[C:4]([C:5]#[N:6])[CH:7]=[CH:8][C:9]=1[N:11]1[CH:15]=[CH:14][N:13]=[CH:12]1 |f:2.3|. Reported procedure: 3-Bromo-4-fluorobenzonitrile (10.0 g, 50 mmol, 1 eq) and imidazole (5.1 g, 75 mmol, 1.5 eq) are dissolved in dimethylformamide (100 ml) and carefully admixed with sodium hydride (60% in mineral oil, 3.0 g, 75 mmol, 1.5 eq) under nitrogen at room temperature. The mixture is stirred at 100° C. for 4 hours. After cooling to room temperature, water (10 ml) is added and the mixture is evaporated to dryness. The residue is washed with water and petroleum ether and purified by column chromatography (si... RXN SMILES: S(Cl)([Cl:3])=O.[Na+].[CH3:6][S:7]([NH:10][C:11]1[CH:19]=[CH:18][C:14]([C:15]([O-])=[O:16])=[CH:13][CH:12]=1)(=[O:9])=[O:8]>CCOCC>[CH3:6][S:7]([NH:10][C:11]1[CH:19]=[CH:18][C:14]([C:15]([Cl:3])=[O:16])=[CH:13][CH:12]=1)(=[O:9])=[O:8] |f:1.2|. Starting materials: S(=O)(Cl)Cl (thionyl chloride), [Na+].CS(=O)(=O)NC1=CC=C(C(=O)[O-])C=C1 (4-[(methylsulfonyl)amino]benzoic acid sodium salt). Reported procedure: To 600 ml of thionyl chloride at 0° C. is added 150 g (0.63 mole) of 4-[(methylsulfonyl)amino]benzoic acid sodium salt under a nitrogen atmosphere and the reaction is refluxed for 40 hours. The excess thionyl chloride is removed in vacuo and the crude product triturated with toluene and evaporated. After dissolving the solid in tetrahydrofuran, charcoal is added, and the mixture filtered through Celite. Concentration in vacuo provides a solid which is then slurried with cold ether and collected ... Product: CS(=O)(=O)NC1=CC=C(C(=O)Cl)C=C1 (4-[(Methylsulfonyl)amino]benzoyl chloride). Solvent: CCOCC (ether). The product is Cc1cc(Nc2ncnc3cnc(N4CCCC4)cc23)ccc1Oc1cccc(C(=O)O)c1. As a reaction SMILES: [C:8]([CH3:9])([CH3:10])([CH3:11])[O:12][C:13]([c:14]1[cH:15][c:16]([O:20][c:21]2[c:22]([CH3:43])[cH:23][c:24]([NH:27][c:28]3[c:29]4[c:30]([n:31][cH:32][n:33]3)[cH:34][n:35][c:36]([N:38]3[CH2:39][CH2:40][CH2:41][CH2:42]3)[cH:37]4)[cH:25][cH:26]2)[cH:17][cH:18][cH:19]1)=[O:44].[Cl:45][CH2:46][Cl:47].[F:1][C:2]([F:3])([F:4])[C:5]([OH:6])=[O:7]>>[O:12]=[C:13]([c:14]1[cH:15][c:16]([O:20][c:21]2[c:22]([CH3:43])[cH:23][c:24]([NH:27][c:28]3[c:29]4[c:30]([n:31][cH:32][n:33]3)[cH:34][n:35][c:36]([N:38]3[CH2:39][CH2:40][CH2:41][CH2:42]3)[cH:37]4)[cH:25][cH:26]2)[cH:17][cH:18][cH:19]1)[OH:44]. Starting materials: Cc1cc(Nc2ncnc3cnc(N4CCCC4)cc23)ccc1Oc1cccc(C(=O)OC(C)(C)C)c1, ClCCl, O=C(O)C(F)(F)F. Reactants: CC(C)N(CCC(c1ccccc1)c1cc(C(=O)O)ccc1OCc1ccccc1)C(C)C, CO. Product: CC(C)N(CCC(c1ccccc1)c1cc(CO)ccc1OCc1ccccc1)C(C)C. RXN SMILES: [CH2:1]([c:2]1[cH:3][cH:4][cH:5][cH:6][cH:7]1)[O:8][c:9]1[c:10]([CH:18]([CH2:19][CH2:20][N:21]([CH:22]([CH3:23])[CH3:24])[CH:25]([CH3:26])[CH3:27])[c:28]2[cH:29][cH:30][cH:31][cH:32][cH:33]2)[cH:11][c:12]([C:13](=[O:14])[OH:15])[cH:16][cH:17]1.[CH3:34][OH:35]>>[CH2:1]([c:2]1[cH:3][cH:4][cH:5][cH:6][cH:7]1)[O:8][c:9]1[c:10]([CH:18]([CH2:19][CH2:20][N:21]([CH:22]([CH3:23])[CH3:24])[CH:25]([CH3:26])[CH3:27])[c:28]2[cH:29][cH:30][cH:31][cH:32][cH:33]2)[cH:11][c:12]([CH2:13][OH:14])[cH:16][cH:17]1.